From a dataset of the Open Reaction Database (ORD), a public repository of structured organic reaction records. describe an organic reaction: reactants, conditions, products, and yield Reactants: FC=1C=C2C(N(C(=NC2=CC1)C)C1=C(C=CC=C1)C)=O (6-fluoro-2-methyl-3-(2-methyl-phenyl)-3H-quinazolin-4-one), C(C)(=O)OC(C)=O (acetic anhydride), CC=1SC=C(N1)C=O (2-methylthiazole-4-carboxaldehyde). The reagents and catalysts are [Cl-].[Zn+2].[Cl-] (zinc chloride). Solvent: O (water). Yields the product FC=1C=C2C(N(C(=NC2=CC1)C=CC=1N=C(SC1)C)C1=C(C=CC=C1)C)=O (6-fluoro-2-[2-(2-methyl-thiazol-4-yl)-vinyl]-3-(2-methyl-phenyl)-3H-quinazolin-4-one). Yield: 21.2%. As a reaction SMILES: [F:1][C:2]1[CH:3]=[C:4]2[C:9](=[CH:10][CH:11]=1)[N:8]=[C:7]([CH3:12])[N:6]([C:13]1[CH:18]=[CH:17][CH:16]=[CH:15][C:14]=1[CH3:19])[C:5]2=[O:20].C(OC(=O)C)(=O)C.[CH3:28][C:29]1[S:30][CH:31]=[C:32]([CH:34]=O)[N:33]=1>O.[Cl-].[Zn+2].[Cl-]>[F:1][C:2]1[CH:3]=[C:4]2[C:9](=[CH:10][CH:11]=1)[N:8]=[C:7]([CH:12]=[CH:34][C:32]1[N:33]=[C:29]([CH3:28])[S:30][CH:31]=1)[N:6]([C:13]1[CH:18]=[CH:17][CH:16]=[CH:15][C:14]=1[CH3:19])[C:5]2=[O:20] |f:4.5.6|. Reported procedure: Anhydrous zinc chloride (0.136 g, 1.0 mmol) was fused with a nitrogen purge in a round bottom flask with an open flame. The reaction vessel was allowed to return to ambient temperature, then dioxane (10 mL) was added. To this mixture was added 6-fluoro-2-methyl-3-(2-methyl-phenyl)-3H-quinazolin-4-one (0.134 g, 0.5 mmol), acetic anhydride (0.141 mL, 1.5 mmol), and 2-methylthiazole-4-carboxaldehyde (0.191 g, 1.5 mmol). The reaction was refluxed 3.5 h, cooled to ambient temperature, and diluted wit... RXN SMILES: [C:26](=[O:27])([O-:28])[O-:29].[Cs+:30].[Cs+:31].[I:1][c:2]1[cH:3][n:4][nH:5][cH:6]1.[O:32]=[CH:33][N:34]([CH3:35])[CH3:36].[c:7]1([CH3:8])[cH:9][cH:10][c:11]([S:12]([O:13][CH2:17][CH:18]2[O:19][C:20]([CH3:23])([CH3:24])[O:21][CH2:22]2)(=[O:14])=[O:15])[cH:16][cH:25]1>>[I:1][c:2]1[cH:3][n:4]([CH2:17][CH:18]2[O:19][C:20]([CH3:23])([CH3:24])[O:21][CH2:22]2)[n:5][cH:6]1. Yields the product CC1(C)OCC(Cn2cc(I)cn2)O1. Reactants: O=C([O-])[O-], [Cs+], [Cs+], Ic1cn[nH]c1, CN(C)C=O, Cc1ccc(S(=O)(=O)OCC2COC(C)(C)O2)cc1.